Task: describe an organic reaction: reactants, conditions, products, and yield. Dataset: the Open Reaction Database (ORD), a public repository of structured organic reaction records Starting materials: CCOC(=O)c1c(C)cc2c(c1C)C(=O)OC2=O, CC(=O)[O-], CC(=O)O, [Na+], O=C1OC(=O)c2ccccc21, O=C(O)CC(=O)O. Product: CCOC(=O)c1c(C)cc2c(c1C)C(=O)OC2(C)O. Reaction SMILES: [CH3:1][c:2]1[c:3]2[c:4]([cH:10][c:11]([CH3:18])[c:12]1[C:13](=[O:14])[O:15][CH2:16][CH3:17])[C:5](=[O:6])[O:7][C:8]2=[O:9].[CH3:27][C:28](=[O:29])[O-:30].[CH3:42][C:43](=[O:44])[OH:45].[Na+:26].[O:31]=[C:32]1[c:33]2[c:34]([cH:35][cH:36][cH:37][cH:38]2)[C:39](=[O:40])[O:41]1.[OH:19][C:20]([CH2:21][C:22](=[O:23])[OH:24])=[O:25]>>[CH3:1][c:2]1[c:3]2[c:4]([cH:10][c:11]([CH3:18])[c:12]1[C:13](=[O:14])[O:15][CH2:16][CH3:17])[C:5]([OH:6])([CH3:20])[O:7][C:8]2=[O:9]. Starting materials: CC(CCC1=C(CNC(=O)N)C=CC(=C1)C(F)(F)F)(C)C (1-(2-(3,3-dimethylbutyl)-4-(trifluoromethyl)benzyl)urea), C(=O)([O-])[O-].[Cs+].[Cs+] (Cs2CO3), CC1(C2=C(C(=CC=C2)P(C3=CC=CC=C3)C4=CC=CC=C4)OC5=C(C=CC=C51)P(C6=CC=CC=C6)C7=CC=CC=C7)C (xantphos), Example 2C, C(Cl)(Cl)Cl (CHCl3), N#N (N2). The reagents and catalysts are C=1C=CC(=CC1)/C=C/C(=O)/C=C/C2=CC=CC=C2.C=1C=CC(=CC1)/C=C/C(=O)/C=C/C2=CC=CC=C2.C=1C=CC(=CC1)/C=C/C(=O)/C=C/C2=CC=CC=C2.[Pd].[Pd] (Pd2 dba3). The solvent is O1CCOCC1 (dioxane). Conditions: temperature 90 celsius, time 16 hour. The product is CC(CCC1=C(CNC(=O)NC2=C3C=NN(C3=CC=C2)C)C=CC(=C1)C(F)(F)F)(C)C (1-(2-(3,3-dimethylbutyl)-4-(trifluoromethyl)benzyl)-3-(1-methyl-1H-indazol-4-yl)urea). As a reaction SMILES: [CH3:1][C:2]([CH3:21])([CH3:20])[CH2:3][CH2:4][C:5]1[CH:15]=[C:14]([C:16]([F:19])([F:18])[F:17])[CH:13]=[CH:12][C:6]=1[CH2:7][NH:8][C:9]([NH2:11])=[O:10].C(Cl)(Cl)Cl.C[C:27]1(C)C2C(=C(P(C3C=CC=CC=3)C3C=CC=CC=3)C=CC=2)O[C:29]2[C:30](P(C3C=CC=CC=3)C3C=CC=CC=3)=[CH:31][CH:32]=[CH:33][C:28]1=2.[C:68]([O-])([O-])=O.[Cs+].[Cs+].[N:74]#[N:75]>O1CCOCC1.C1C=CC(/C=C/C(/C=C/C2C=CC=CC=2)=O)=CC=1.C1C=CC(/C=C/C(/C=C/C2C=CC=CC=2)=O)=CC=1.C1C=CC(/C=C/C(/C=C/C2C=CC=CC=2)=O)=CC=1.[Pd].[Pd]>[CH3:1][C:2]([CH3:21])([CH3:20])[CH2:3][CH2:4][C:5]1[CH:15]=[C:14]([C:16]([F:17])([F:18])[F:19])[CH:13]=[CH:12][C:6]=1[CH2:7][NH:8][C:9]([NH:11][C:29]1[CH:30]=[CH:31][CH:32]=[C:33]2[C:28]=1[CH:27]=[N:74][N:75]2[CH3:68])=[O:10] |f:3.4.5,8.9.10.11.12|. Procedure: A mixture of Example 3A (5.12 g, 16.9 mmol), Example 2C (3.78 g, 17.9 mmol), Pd2 dba3:CHCl3 (264 mg, 0.255 mmol), xantphos (442 mg, 0.764 mmol), and Cs2CO3 (8.28 g, 25.4 mmol) in dioxane (60 mL) was flushed with N2 and stirred at 90° C. for 16 hours. The mixture was concentrated under reduced pressure, diluted with ethyl acetate, washed sequentially with water and brine, and purified by flash chromatography (0 to 35% ethyl acetate/dichloromethane) to provide the title compound. 1H-NMR (DMSO-d6) ...